The task is: describe an organic reaction: reactants, conditions, products, and yield. This data is from the Open Reaction Database (ORD), a public repository of structured organic reaction records. Reactants: C(#N)C1CCN(CC1)C(=O)[C@@H](C(C)(C)C)NC(=O)C1=CN(C2=NC=C(N=C21)Br)COCC[Si](C)(C)C (2-bromo-5-(2-trimethylsilanyl-ethoxymethyl)-5H-pyrrolo[2,3-b]pyrazine-7-carboxylic acid [(R)-1-(4-cyano-piperidine-1-carbonyl)-2,2-dimethyl-propyl]-amide), C(C)(C)(C)C1=CC(=NC=C1)[Sn](CCCC)(CCCC)CCCC (4-tert-butyl-2-(tributylstannyl)pyridine), C(#N)C1CCN(CC1)C([C@@H](C1CC1)NC(=O)C1=CN(C2=NC=C(N=C21)Br)COCC[Si](C)(C)C)=O (2-bromo-5-(2-trimethylsilanyl-ethoxymethyl)-5H-pyrrolo[2,3-b]pyrazine-7-carboxylic acid [(R)-2-(4-cyano-piperidin-1-yl)-1-cyclopropyl-2-oxo-ethyl]-amide), COC1=CC(=NC=C1)[Sn](CCCC)(CCCC)CCCC (4-methoxy-2-tributylstannanyl-pyridine). Reaction SMILES: [C:1]([CH:3]1[CH2:8][CH2:7][N:6]([C:9]([C@H:11]([NH:16][C:17]([C:19]2[C:27]3[C:22](=[N:23][CH:24]=[C:25](Br)[N:26]=3)[N:21](COCC[Si](C)(C)C)[CH:20]=2)=[O:18])[C:12]([CH3:15])([CH3:14])[CH3:13])=[O:10])[CH2:5][CH2:4]1)#[N:2].C(C1CCN(C(=O)[C@H](NC(C2C3C(=NC=C(Br)N=3)N(COCC[Si](C)(C)C)C=2)=O)C2CC2)CC1)#N.[CH3:72][O:73][C:74]1[CH:79]=[CH:78][N:77]=[C:76]([Sn](CCCC)(CCCC)CCCC)[CH:75]=1.C(C1C=CN=C([Sn](CCCC)(CCCC)CCCC)C=1)(C)(C)C>>[C:1]([CH:3]1[CH2:8][CH2:7][N:6]([C:9]([C@H:11]([NH:16][C:17]([C:19]2[C:27]3[C:22](=[N:23][CH:24]=[C:25]([C:76]4[CH:75]=[C:74]([O:73][CH3:72])[CH:79]=[CH:78][N:77]=4)[N:26]=3)[NH:21][CH:20]=2)=[O:18])[C:12]([CH3:14])([CH3:13])[CH3:15])=[O:10])[CH2:5][CH2:4]1)#[N:2]. Yields the product C(#N)C1CCN(CC1)C(=O)[C@@H](C(C)(C)C)NC(=O)C1=CNC2=NC=C(N=C21)C2=NC=CC(=C2)OC (2-(4-Methoxy-pyridin-2-yl)-5H-pyrrolo[2,3-b]pyrazine-7-carboxylic acid [(R)-1-(4-cyano-piperidine-1-carbonyl)-2,2-dimethyl-propyl]-amide). Procedure details: Prepared according to the procedure outlined in Example 111, steps 4-5 substituting 2-bromo-5-(2-trimethylsilanyl-ethoxymethyl)-5H-pyrrolo[2,3-b]pyrazine-7-carboxylic acid [(R)-1-(4-cyano-piperidine-1-carbonyl)-2,2-dimethyl-propyl]-amide for 2-bromo-5-(2-trimethylsilanyl-ethoxymethyl)-5H-pyrrolo[2,3-b]pyrazine-7-carboxylic acid [(R)-2-(4-cyano-piperidin-1-yl)-1-cyclopropyl-2-oxo-ethyl]-amide and 4-methoxy-2-tributylstannanyl-pyridine for 4-tert-butyl-2-(tributylstannyl)pyridine. MS: (M+H)+=476. Reactants: Cl.CC1=C(C(=CC=C1)C)NC(=N)NC (1-(2,6-dimethylphenyl)-3-methylguanidine hydrochloride). Run in [OH-].[Na+] (sodium hydroxide). The product is CC1=C(C(=CC=C1)C)NC(=N)NC (1-(2,6-dimethylphenyl)-3-methylguanidine). Reaction SMILES: Cl.[CH3:2][C:3]1[CH:8]=[CH:7][CH:6]=[C:5]([CH3:9])[C:4]=1[NH:10][C:11]([NH:13][CH3:14])=[NH:12]>[OH-].[Na+]>[CH3:9][C:5]1[CH:6]=[CH:7][CH:8]=[C:3]([CH3:2])[C:4]=1[NH:10][C:11]([NH:13][CH3:14])=[NH:12] |f:0.1,2.3|. Reported procedure: The free base is prepared by dissolving 1-(2,6-dimethylphenyl)-3-methylguanidine hydrochloride in 10% sodium hydroxide solution and extracting with ether. The ether is dried and evaporated to dryness to obtain 1-(2,6-dimethylphenyl)-3-methylguanidine. The reactants are [H-].[Na+] (sodium hydride), P(Cl)(Cl)Cl (phosphorus trichloride), O=C1NC2=CC=C(C=C2C1)C(=O)OC (methyl 2-oxoindoline-5-carboxylate), ClC1=CC=C(C=[N+]1[O-])CN1CCOCC1 (4-[(6-chloro-1-oxidopyridin-3-yl)methyl]morpholine). Run in CN(C=O)C (N,N-dimethylformamide), C(O)([O-])=O.[Na+] (sodium hydrogen carbonate), CN(C=O)C (N,N-dimethylformamide), C(O)([O-])=O.[Na+] (sodium hydrogen carbonate). Conditions: time 10 minute. Product: OC=1NC2=CC=C(C=C2C1C1=NC=C(C=C1)CN1CCOCC1)C(=O)OC (Methyl 2-hydroxy-3-[5-(morpholin-4-ylmethyl)pyridin-2-yl]-1H-indole-5-carboxylate). The yield is 34.9%. As a reaction SMILES: [H-].[Na+].[O:3]=[C:4]1[CH2:12][C:11]2[C:6](=[CH:7][CH:8]=[C:9]([C:13]([O:15][CH3:16])=[O:14])[CH:10]=2)[NH:5]1.Cl[C:18]1[N+:23]([O-])=[CH:22][C:21]([CH2:25][N:26]2[CH2:31][CH2:30][O:29][CH2:28][CH2:27]2)=[CH:20][CH:19]=1.P(Cl)(Cl)Cl>C(=O)([O-])O.[Na+].CN(C)C=O>[OH:3][C:4]1[NH:5][C:6]2[C:11]([C:12]=1[C:18]1[CH:19]=[CH:20][C:21]([CH2:25][N:26]3[CH2:31][CH2:30][O:29][CH2:28][CH2:27]3)=[CH:22][N:23]=1)=[CH:10][C:9]([C:13]([O:15][CH3:16])=[O:14])=[CH:8][CH:7]=2 |f:0.1,5.6|. Procedure: To a N,N-dimethylformamide (10 mL) suspension of sodium hydride (97%, 0.784 g, 32.7 mmol) was added methyl 2-oxoindoline-5-carboxylate (2.34 g, 12.3 mmol). The formed mixture was stirred for 10 min at room temperature followed by the addition of 4-[(6-chloro-1-oxidopyridin-3-yl)methyl]morpholine (1.87 g, 8.2 mmol). The resulting reaction mixture was set under N2 atmosphere and stirred for 1 h at 135° C. The N,N-dimethylformamide solution was diluted with saturated aqueous sodium hydrogen carbona... Reactants: C(C)I (Ethyl iodide), [H-].[Na+] (sodium hydride), racemic ethyl 2-hydroxy, C(CC)(=O)[O-] (propionate), OC(C(=O)OCC)CC1=CC=C(C=C1)OCC1=CC=CC=C1 (racemic ethyl 2-hydroxy-3-(4-benzyloxyphenyl)propionate), ice water. The solvent is CN(C=O)C (dimethyl formamide), CN(C=O)C (dimethylformamide). Yields the product C(C)OC(C(=O)OCC)CC1=CC=C(C=C1)OCC1=CC=CC=C1 (racemic ethyl 2-ethoxy-3-(4-benzyloxyphenyl)propionate). Yield: 98.0%. As a reaction SMILES: [H-].[Na+].[C:3]([O-])(=O)[CH2:4]C.[OH:8][CH:9]([CH2:15][C:16]1[CH:21]=[CH:20][C:19]([O:22][CH2:23][C:24]2[CH:29]=[CH:28][CH:27]=[CH:26][CH:25]=2)=[CH:18][CH:17]=1)[C:10]([O:12][CH2:13][CH3:14])=[O:11].C(I)C>CN(C)C=O>[CH2:3]([O:8][CH:9]([CH2:15][C:16]1[CH:21]=[CH:20][C:19]([O:22][CH2:23][C:24]2[CH:29]=[CH:28][CH:27]=[CH:26][CH:25]=2)=[CH:18][CH:17]=1)[C:10]([O:12][CH2:13][CH3:14])=[O:11])[CH3:4] |f:0.1|. Reported procedure: To a slurry of sodium hydride (60% suspension in oil, 7.5 g) and dimethyl formamide (70 ml) was added a solution of the racemic ethyl 2-hydroxy-3-(4-benzyloxyphenyl(propionate of the formula (10) (40 g) obtained according to the procedure described in step (iii) above in dimethylformamide (105 ml) at 5–10° C. over a period of 15–30 minutes. The temperature was allowed to attain room temperature and maintained at the same temperature for 1–3 h. Ethyl iodide (36 g) was added slowly by maintaining ... Starting materials: O=C(Nc1nc2cc(Cl)cc(Cl)n2n1)c1cccnc1, NC1CCCCC1. The product is O=C(Nc1nc2cc(Cl)cc(NC3CCCCC3)n2n1)c1cccnc1. Reaction SMILES: [Cl:1][c:2]1[cH:3][c:4]([Cl:20])[cH:5][c:6]2[n:7]1[n:8][c:9]([NH:11][C:12]([c:13]1[cH:14][n:15][cH:16][cH:17][cH:18]1)=[O:19])[n:10]2.[NH2:21][CH:22]1[CH2:23][CH2:24][CH2:25][CH2:26][CH2:27]1>>[c:2]1([NH:21][CH:22]2[CH2:23][CH2:24][CH2:25][CH2:26][CH2:27]2)[cH:3][c:4]([Cl:20])[cH:5][c:6]2[n:7]1[n:8][c:9]([NH:11][C:12]([c:13]1[cH:14][n:15][cH:16][cH:17][cH:18]1)=[O:19])[n:10]2.